Dataset: the Open Reaction Database (ORD), a public repository of structured organic reaction records. Task: describe an organic reaction: reactants, conditions, products, and yield Reactants: CC1CN(C(=O)OC(C)(C)C)CC2Cc3ccc(Br)nc3N12, CC1CN(C(=O)OC(C)(C)C)Cc2cc3cccnc3n21, [BH3-]C#N, [Na+]. Product: CC1CN(C(=O)OC(C)(C)C)CC2Cc3cccnc3N12. RXN SMILES: [C:1]([CH3:2])([CH3:3])([CH3:4])[O:5][C:6](=[O:7])[N:8]1[CH2:9][CH:10]2[CH2:11][c:12]3[cH:13][cH:14][c:15]([Br:22])[n:16][c:17]3[N:18]2[CH:19]([CH3:21])[CH2:20]1.[C:23]([O:24][C:25]([N:26]1[CH2:27][CH:28]([CH3:29])[n:30]2[c:31]([cH:32][c:33]3[c:34]2[n:35][cH:36][cH:37][cH:38]3)[CH2:39]1)=[O:40])([CH3:41])([CH3:42])[CH3:43].[C:44]([BH3-:45])#[N:46].[Na+:47]>>[C:1]([CH3:2])([CH3:3])([CH3:4])[O:5][C:6](=[O:7])[N:8]1[CH2:9][CH:10]2[CH2:11][c:12]3[cH:13][cH:14][cH:15][n:16][c:17]3[N:18]2[CH:19]([CH3:21])[CH2:20]1. Reactants: NC1(CCOCC1)CC(=O)OC (methyl (4-aminotetrahydro-2H-pyran-4-yl)acetate), CC1=NC=2CC=CCC2C(=C1)CN1C=CC2=CC(=CC=C12)C(=O)Cl (1-[(2-methyl-5,8-dihydro-4-quinolinyl)methyl]-1H-indole-5-carbonyl chloride). The solvent is O (water), C(Cl)Cl (methylene chloride). Product: CC1=NC=2CC=CCC2C(=C1)CN1C=CC2=CC(=CC=C12)C(=O)NC1(CCOCC1)CC(=O)OC (methyl {4-[({1-[(2-methyl-5,8-dihydro-4-quinolinyl)methyl]-1H-indol-5-yl}carbonyl)amino]tetrahydro-2H-pyran-4-yl}acetate). Isolated yield 17.2%. RXN SMILES: [NH2:1][C:2]1([CH2:8][C:9]([O:11][CH3:12])=[O:10])[CH2:7][CH2:6][O:5][CH2:4][CH2:3]1.[CH3:13][C:14]1[CH:23]=[C:22]([CH2:24][N:25]2[C:33]3[C:28](=[CH:29][C:30]([C:34](Cl)=[O:35])=[CH:31][CH:32]=3)[CH:27]=[CH:26]2)[C:21]2[CH2:20][CH:19]=[CH:18][CH2:17][C:16]=2[N:15]=1>C(Cl)Cl.O>[CH3:13][C:14]1[CH:23]=[C:22]([CH2:24][N:25]2[C:33]3[C:28](=[CH:29][C:30]([C:34]([NH:1][C:2]4([CH2:8][C:9]([O:11][CH3:12])=[O:10])[CH2:3][CH2:4][O:5][CH2:6][CH2:7]4)=[O:35])=[CH:31][CH:32]=3)[CH:27]=[CH:26]2)[C:21]2[CH2:20][CH:19]=[CH:18][CH2:17][C:16]=2[N:15]=1. Reported procedure: The methyl (4-aminotetrahydro-2H-pyran-4-yl)acetate (0.13 g, 0.75 mmol) from example (355) was combined with the acid chloride (0.20 g, 0.49 mmol) from step (402b) in methylene chloride (15 ml) and water saturated sodium bicarbonate (15 ml). The reaction was stirred for 3.5 hs, partitioned between methylene chloride and water. The organic layer was washed with brine, dried over magnesium sulfate and concentrated to give a solid. This was purified by flash chromatography on silica gel eluting hex... Starting materials: I(=O)(=O)(=O)[O-].[Na+] (sodium periodate), [BH4-].[Na+] (sodium borohydride), solution, FC1=CC=C(C(=O)N2CCC3=C(CC2)OC(=N3)\C=C\C3=CC=CC=C3)C=C1 (6-(4-fluorobenzoyl)-5,6,7,8-tetrahydro-2-[(E)-2-phenylethenyl]-4H-oxazolo[4,5-d]azepine), C[N+]1(CCOCC1)[O-] (N-methylmorpholine-N-oxide). Reagents/catalysts: [Os](=O)(=O)(=O)=O (osmium tetraoxide), C(C)(C)(C)O (tert-BuOH). Solvent: [NH4+].[Cl-] (NH4Cl), C1CCOC1 (THF), O (H2O). Run at temperature 100 celsius, time 5 minute. Yields the product FC1=CC=C(C(=O)N2CCC3=C(CC2)OC(=N3)CO)C=C1 (6-(4-fluorobenzoyl)-5,6,7,8-tetrahydro-4H-oxazolo[4,5-d]azepine-2-methanol). Isolated yield 68.9%. As a reaction SMILES: [F:1][C:2]1[CH:27]=[CH:26][C:5]([C:6]([N:8]2[CH2:14][CH2:13][C:12]3[O:15][C:16](/[CH:18]=C/C4C=CC=CC=4)=[N:17][C:11]=3[CH2:10][CH2:9]2)=[O:7])=[CH:4][CH:3]=1.C[N+]1([O-])CC[O:32]CC1.I([O-])(=O)(=O)=O.[Na+].[BH4-].[Na+]>C1COCC1.O.[NH4+].[Cl-].[Os](=O)(=O)(=O)=O.C(O)(C)(C)C>[F:1][C:2]1[CH:3]=[CH:4][C:5]([C:6]([N:8]2[CH2:14][CH2:13][C:12]3[O:15][C:16]([CH2:18][OH:32])=[N:17][C:11]=3[CH2:10][CH2:9]2)=[O:7])=[CH:26][CH:27]=1 |f:2.3,4.5,8.9|. Reported procedure: A 2.5% solution of osmium tetraoxide in tert-BuOH (0.064 mL, 0.005 mmol) was added to a stirred solution of 6-(4-fluorobenzoyl)-5,6,7,8-tetrahydro-2-[(E)-2-phenylethenyl]-4H-oxazolo[4,5-d]azepine (0.037 g, 0.10 mmol) and N-methylmorpholine-N-oxide (0.024 g, 0.20 mmol) in a mixture of THF (0.5 mL) and H2O (0.10 mL). The mixture was stirred at 100° C. for 5 minutes under microwave irradiation. The solvent was evaporated in vacuo and the crude product dissolved in a mixture of MeOH (0.5 mL) and THF... Reactants: C(C=C)OC=1C(=CC(=NC1Cl)CO)C=C ([5-(Allyloxy)-6-chloro-4-vinylpyridin-2-yl]methanol). Reagents/catalysts: C1CCC(CC1)[P+](C2CCCCC2)(C3CCCCC3)C(C4=CC=CC=C4)[P+](C5CCCCC5)(C6CCCCC6)C7CCCCC7.Cl[Ru]Cl (bis (tricyclohexylphosphine) benzylidene ruthenium (IV) dichloride). Run at time 4 hour. Product: ClC=1N=C(C=C2C1OCC=C2)CO ((8-chloro-2H-pyrano[2,3-c]pyridin-6-yl)methanol). The yield is 88.6%. RXN SMILES: [CH2:1]([O:4][C:5]1[C:6]([CH:14]=[CH2:15])=[CH:7][C:8]([CH2:12][OH:13])=[N:9][C:10]=1[Cl:11])C=C>C1CCC([P+](C([P+](C2CCCCC2)(C2CCCCC2)C2CCCCC2)C2C=CC=CC=2)(C2CCCCC2)C2CCCCC2)CC1.Cl[Ru]Cl>[Cl:11][C:10]1[N:9]=[C:8]([CH2:12][OH:13])[CH:7]=[C:6]2[CH:14]=[CH:15][CH2:1][O:4][C:5]=12 |f:1.2|. Reported procedure: [5-(Allyloxy)-6-chloro-4-vinylpyridin-2-yl]methanol (225 mg, 1.0 mmol) is combined with bis (tricyclohexylphosphine) benzylidene ruthenium (IV) dichloride (16.5 mg, 0.02 mmol) in 5 ml CH2Ci2 and the reaction is stirred 4 h at RT. The volatiles are removed in vacuo and the residue is chromatographed over 15 g SiO2 (230-400 mesh) eluting with 40% EtOAc/hexane. The appropriate fractions are combined and concentrated to give 175 mg (89%) of (8-chloro-2H-pyrano[2,3-c]pyridin-6-yl)methanol as a tan so... Starting materials: CS(C)=O, [Cu]I, Nc1ccc(I)cc1F, [K+], [K+], O=C([O-])[O-], Oc1cccc2cccnc12, O=c1cccn[nH]1. Product: Nc1ccc(-n2ncccc2=O)cc1F. As a reaction SMILES: [CH3:34][S:35]([CH3:36])=[O:37].[Cu:38][I:39].[F:1][c:2]1[c:3]([NH2:4])[cH:5][cH:6][c:7]([I:9])[cH:8]1.[K+:17].[K+:18].[O-:19][C:20]([O-:21])=[O:22].[OH:23][c:24]1[cH:25][cH:26][cH:27][c:28]2[c:29]1[n:30][cH:31][cH:32][cH:33]2.[n:10]1[nH:11][c:12](=[O:16])[cH:13][cH:14][cH:15]1>>[F:1][c:2]1[c:3]([NH2:4])[cH:5][cH:6][c:7](-[n:11]2[n:10][cH:15][cH:14][cH:13][c:12]2=[O:16])[cH:8]1. The reactants are B, CC(C)CC(C(=O)OCc1ccccc1)C(CC=O)(C(=O)OCc1ccccc1)C(=O)OC(C)(C)C, C1CCOC1, O=C(O)CC(O)(CC(=O)O)C(=O)O. Yields the product CC(C)CC(C(=O)OCc1ccccc1)C(CO)(C(=O)OCc1ccccc1)C(=O)OC(C)(C)C. Reaction SMILES: [BH3:1].[CH:2]([CH2:3][C:5]([CH:6]([CH2:7][CH:8]([CH3:9])[CH3:10])[C:11](=[O:12])[O:13][CH2:14][c:15]1[cH:16][cH:17][cH:18][cH:19][cH:20]1)([C:21](=[O:22])[O:23][CH2:24][c:25]1[cH:26][cH:27][cH:28][cH:29][cH:30]1)[C:31](=[O:32])[O:33][C:34]([CH3:35])([CH3:36])[CH3:37])=[O:4].[O:51]1[CH2:52][CH2:53][CH2:54][CH2:55]1.[OH:38][C:39]([CH2:40][C:41]([C:42](=[O:43])[OH:44])([CH2:45][C:46](=[O:47])[OH:48])[OH:49])=[O:50]>>[C:5]([CH:6]([CH2:7][CH:8]([CH3:9])[CH3:10])[C:11](=[O:12])[O:13][CH2:14][c:15]1[cH:16][cH:17][cH:18][cH:19][cH:20]1)([C:21](=[O:22])[O:23][CH2:24][c:25]1[cH:26][cH:27][cH:28][cH:29][cH:30]1)([C:31](=[O:32])[O:33][C:34]([CH3:35])([CH3:36])[CH3:37])[CH2:39][OH:38]. Reactants: Cl.FC=1C=C(C=CC1OCC1CCNCC1)C=1CCN(CC1)S(=O)(=O)C (4-[3-fluoro-4-(piperidin-4-ylmethoxy)-phenyl]-1-methanesulfonyl-1,2,3,6-tetrahydro-pyridine hydrochloride salt), FC(C(=O)O)(C)C (2-fluoro-2-methyl-propionic acid). Yields the product FC=1C=C(C=CC1OCC1CCN(CC1)CC(C)(C)F)C=1CCN(CC1)S(=O)(=O)C (4-{3-Fluoro-4-[1-(2-fluoro-2-methyl-propyl)-piperidin-4-ylmethoxy]-phenyl}-1-methanesulfonyl-1,2,3,6-tetrahydro-pyridine). As a reaction SMILES: Cl.[F:2][C:3]1[CH:4]=[C:5]([C:17]2[CH2:18][CH2:19][N:20]([S:23]([CH3:26])(=[O:25])=[O:24])[CH2:21][CH:22]=2)[CH:6]=[CH:7][C:8]=1[O:9][CH2:10][CH:11]1[CH2:16][CH2:15][NH:14][CH2:13][CH2:12]1.[F:27][C:28]([CH3:33])([CH3:32])[C:29](O)=O>>[F:2][C:3]1[CH:4]=[C:5]([C:17]2[CH2:22][CH2:21][N:20]([S:23]([CH3:26])(=[O:25])=[O:24])[CH2:19][CH:18]=2)[CH:6]=[CH:7][C:8]=1[O:9][CH2:10][CH:11]1[CH2:12][CH2:13][N:14]([CH2:29][C:28]([F:27])([CH3:33])[CH3:32])[CH2:15][CH2:16]1 |f:0.1|. Procedure: Prepared essentially as Example 2 starting from 4-[3-fluoro-4-(piperidin-4-ylmethoxy)-phenyl]-1-methanesulfonyl-1,2,3,6-tetrahydro-pyridine hydrochloride salt and 2-fluoro-2-methyl-propionic acid. MS (m/z) 443 (M+1). The product is O=C[C@H](O)[C@@H](O)[C@H](O)[C@H](O)CO (Glucose). Procedure details: The reagent solution contains albumin, 50 mg/L, adenosine triphosphate 5 mmol/L, NADP (TPN) 500 mg/L, hexokinase 10 units/ml, glucose 6-phosphate dehydrogenase 0.5 units/ml, magnesium chloride 20 mmol/L, all dissolved in 0.1 molar tris buffer pH 8.0. As a reaction SMILES: P(OC[C@H]1O[C@@H](N2C3N=CN=C(N)C=3N=C2)[C@H](O)[C@@H]1O)(OP(OP(O)(O)=O)(O)=O)(=O)O.C1C=[N+]([C@@H]2O[C@H](COP(OP(OC[C@H]3O[C@@H](N4C5N=CN=C(N)C=5N=C4)[C@H](OP(O)(O)=O)[C@@H]3O)(O)=O)(O)=O)[C@@H](O)[C@H]2O)C=C(C(N)=O)C=1.P([O:84][CH2:85][C@@H:86]([OH:95])[C@@H:87]([OH:94])[C@H:88]([OH:93])[C@@H:89]([OH:92])[CH:90]=[O:91])(O)(O)=O.[Cl-].[Mg+2].[Cl-]>>[O:84]=[CH:85][C@@H:86]([C@H:87]([C@@H:88]([C@@H:89]([CH2:90][OH:91])[OH:92])[OH:93])[OH:94])[OH:95] |f:3.4.5|. Starting materials: P(O)(=O)(OP(=O)(O)OP(=O)(O)O)OC[C@@H]1[C@H]([C@H]([C@@H](O1)N1C=NC=2C(N)=NC=NC12)O)O (adenosine triphosphate), [Cl-].[Mg+2].[Cl-] (magnesium chloride), C1=CC(=C[N+](=C1)[C@H]2[C@@H]([C@@H]([C@H](O2)COP(=O)(O)OP(=O)(O)OC[C@@H]3[C@H]([C@H]([C@@H](O3)N4C=NC5=C4N=CN=C5N)OP(=O)(O)O)O)O)O)C(=O)N (NADP), P(=O)(O)(O)OC[C@H]([C@H]([C@@H]([C@H](C=O)O)O)O)O (glucose 6-phosphate). Reactants: O=C([O-])[O-], CCC1(O)CCNCC1, CC#N, O=c1[nH]c2ccccc2n1CCCCl, [I-], [Na+], [Na+], [Na+]. Product: CCC1(O)CCN(CCCn2c(=O)[nH]c3ccccc32)CC1. Reaction SMILES: [C:26](=[O:27])([O-:28])[O-:29].[CH2:15]([CH3:16])[C:17]1([OH:23])[CH2:18][CH2:19][NH:20][CH2:21][CH2:22]1.[CH3:32][C:33]#[N:34].[Cl:1][CH2:2][CH2:3][CH2:4][n:5]1[c:6](=[O:14])[nH:7][c:8]2[c:9]1[cH:10][cH:11][cH:12][cH:13]2.[I-:24].[Na+:25].[Na+:30].[Na+:31]>>[CH2:2]([CH2:3][CH2:4][n:5]1[c:6](=[O:14])[nH:7][c:8]2[c:9]1[cH:10][cH:11][cH:12][cH:13]2)[N:20]1[CH2:19][CH2:18][C:17]([CH2:15][CH3:16])([OH:23])[CH2:22][CH2:21]1.